Dataset: the Open Reaction Database (ORD), a public repository of structured organic reaction records. Task: describe an organic reaction: reactants, conditions, products, and yield Reaction conditions: time 1 hour. The product is BrC=1C=CC=2C[C@@H]3[C@@H]4CCC(C5[C@@]4(C2C1O5)CCN3C)O (3-Bromo4,5-epoxy-17-methylmorphinan-6-ol). Solvent: CC(=O)O (AcOH), C(C)(=O)O (acetic acid). RXN SMILES: [O:1]1[CH:13]2[C@@:14]34[CH2:16][CH2:17][N:18]([CH3:19])[C@@H:8]([C@@H:9]3[CH2:10][CH2:11][CH:12]2[OH:20])[CH2:7][C:6]2=[C:15]4[C:2]1=[CH:3][CH:4]=[CH:5]2.[Br:21]Br>C(O)(=O)C>[Br:21][C:3]1[CH:4]=[CH:5][C:6]2[CH2:7][C@H:8]3[N:18]([CH3:19])[CH2:17][CH2:16][C@:14]45[C:15]=2[C:2]=1[O:1][CH:13]4[CH:12]([OH:20])[CH2:11][CH2:10][C@@H:9]35. Procedure details: 3.1 g (11.4 mmol) of 4,5-epoxy-17-methylmorphinan-6-ol were dissolved in 150 ml of glacial acetic acid and 11.4 ml of a 1M solution of Br2 in AcOH were added dropwise. After 1 h, AcOH was removed in vacuo, the residue was taken up with water, the aqueous solution was brought to pH 7 with a saturated NAHCO3 solution and extracted with AcOEt. The organic phase was dried over NA2SO4, the solvent was removed in vacuo, yielding 3.6 g of the title product. The reactants are solution, BrBr (Br2), O1C2=CC=CC=3C[C@@H]4[C@@H]5CCC(C1[C@@]5(C23)CCN4C)O (4,5-epoxy-17-methylmorphinan-6-ol). Starting materials: CN1CCN(CC1)C=1N=CC2=C(N1)N=CC(=C2OCC)C(=O)OCC (ethyl 2-(4-methyl-1-piperazinyl)-5-ethoxypyrido-[2,3-d]pyrimidine-6-carboxylate), C(CO)Br (ethylenebromohydrine). Product: OCCN1C=C(C(C2=C1N=C(N=C2)N2CCN(CC2)C)=O)C(=O)OCC (Ethyl 5,8-dihydro-8-(2-hydroxyethyl)-2-(4-methyl-1-piperazinyl)-5-oxopyrido[2,3-d]pyrimidine-6-carboxylate). Reaction SMILES: [CH3:1][N:2]1[CH2:7][CH2:6][N:5]([C:8]2[N:9]=[CH:10][C:11]3[C:17]([O:18]CC)=[C:16]([C:21]([O:23][CH2:24][CH3:25])=[O:22])[CH:15]=[N:14][C:12]=3[N:13]=2)[CH2:4][CH2:3]1.[CH2:26](Br)[CH2:27][OH:28]>>[OH:28][CH2:27][CH2:26][N:14]1[C:12]2[N:13]=[C:8]([N:5]3[CH2:4][CH2:3][N:2]([CH3:1])[CH2:7][CH2:6]3)[N:9]=[CH:10][C:11]=2[C:17](=[O:18])[C:16]([C:21]([O:23][CH2:24][CH3:25])=[O:22])=[CH:15]1. Procedure details: Following the procedure described in Example 37 using ethyl 2-(4-methyl-1-piperazinyl)-5-ethoxypyrido-[2,3-d]pyrimidine-6-carboxylate with ethylenebromohydrine, there is obtained the product, m.p. 197 - 199°C. The reactants are C(C)(C)(C)OO (t-butylhydroperoxide), Heterocyclic, S1N=C(C(=N1)C(=O)O)C(=O)O (1,2,5-thiadiazole-3,4-dicarboxylic acid), N/C(=C(/C#N)\N)/C#N (diaminomaleonitrile), C1(=CC=C(C=C1)S(=O)(=O)Cl)C (p-toluenesulfonyl chloride), S1N=C(C(=N1)C(=O)O)C(=O)O (1,2,5-thiadiazole-3,4-dicarboxylic acid), C1(=CC=CC=C1)C (toluene). Solvent: N1=CC=CC=C1 (pyridine), N1=CC=CC=C1 (pyridine), O (water). Reaction conditions: time 1 hour. The product is C(C)(C)(C)OOC(=O)C1=NSN=C1C(=O)OOC(C)(C)C (3,4-Di(t-butylperoxycarbonyl)-1,2,5-thiadiazole). As a reaction SMILES: [S:1]1[N:5]=[C:4]([C:6]([OH:8])=[O:7])[C:3]([C:9]([OH:11])=[O:10])=[N:2]1.N/C(/C#N)=C(\N)/C#N.C1(C)C=CC(S(Cl)(=O)=[O:27])=CC=1.[C:31]([O:35]O)([CH3:34])([CH3:33])[CH3:32].[C:37]1([CH3:43])[CH:42]=CC=C[CH:38]=1>N1C=CC=CC=1.O>[C:31]([O:35][O:10][C:9]([C:3]1[C:4]([C:6]([O:8][O:27][C:37]([CH3:43])([CH3:42])[CH3:38])=[O:7])=[N:5][S:1][N:2]=1)=[O:11])([CH3:34])([CH3:33])[CH3:32]. Procedure: The preparation described in Warren, J. D., et al, J. Heterocyclic Chem. 16, 1817 (1979) was used to prepare 1,2,5-thiadiazole-3,4-dicarboxylic acid from diaminomaleonitrile. At room temperature, 4.30 g of p-toluenesulfonyl chloride was added to a solution of 0.990 g of 1,2,5-thiadiazole-3,4-dicarboxylic acid in 10 mL of pyridine. The solution was cooled in an ice bath and 1.09 g of t-butylhydroperoxide (90% solution in water) was added. The solution was stirred for one hour during which it was ... The reactants are C[Mg]I (methyl magnesium iodide), C(C)OCC (diethyl ether), CON(C(=O)C=1C=CC=C2C=CC=NC12)C (Quinoline-8-carboxylic acid methoxy-methyl-amide). The solvent is C(=O)=O (dry ice), C1CCOC1 (THF). Run at temperature -78 celsius, time 8 hour. The product is N1=CC=CC2=CC=CC(=C12)C(C)=O (1-Quinolin-8-yl-ethanone). The yield is 83.0%. Reaction SMILES: CON(C)[C:4]([C:6]1[CH:7]=[CH:8][CH:9]=[C:10]2[C:15]=1[N:14]=[CH:13][CH:12]=[CH:11]2)=[O:5].[CH3:17][Mg]I.C(OCC)C>C1COCC1.C(=O)=O>[N:14]1[C:15]2[C:10](=[CH:9][CH:8]=[CH:7][C:6]=2[C:4](=[O:5])[CH3:17])[CH:11]=[CH:12][CH:13]=1. Reported procedure: Quinoline-8-carboxylic acid methoxy-methyl-amide (2.16 g, 10 mmol) was dissolved in anhydrous THF (40 mL) and cooled to −78° C. The 3 M methyl magnesium iodide solution in diethyl ether (4.0 mL, 12 mmol, Aldrich) was slowly added to the reaction solution in dry ice bath. The reaction mixture was allowed to stir under nitrogen at room temperature for overnight then the reaction was cooled at ice bath and quenched with saturated aqueous ammonium chloride (40 mL). The organic phase was separated an... Reactants: CC=1C=C(C=C(C1[N+](=O)[O-])C)O (3,5-dimethyl-4-nitrophenol), CC=1C=CC(=CC1)S(=O)(=O)C (methyl p-toluene sulfonate), C(=O)([O-])[O-].[K+].[K+] (K2CO3). The solvent is CC(=O)C (acetone), C(C)O (ethanol). Run at time 8 hour. Yields the product CC=1C=C(C=C(C1[N+](=O)[O-])C)OC (3,5-dimethyl-4-nitroanisole). Reaction SMILES: [CH3:1][C:2]1[CH:3]=[C:4]([OH:12])[CH:5]=[C:6]([CH3:11])[C:7]=1[N+:8]([O-:10])=[O:9].[CH3:13]C1C=CC(S(C)(=O)=O)=CC=1.C([O-])([O-])=O.[K+].[K+]>CC(C)=O.C(O)C>[CH3:11][C:6]1[CH:5]=[C:4]([O:12][CH3:13])[CH:3]=[C:2]([CH3:1])[C:7]=1[N+:8]([O-:10])=[O:9] |f:2.3.4|. Reported procedure: 3,5-dimethyl-4-nitrophenol (33.43 g), methyl p-toluene sulfonate (40.97 g) and K2CO3 (31.79 g) are stirred at reflux in 200 ml of acetone for four and one half hours and then stirred at R.T. overnight. The reaction mixture is filtered to give a dark amber filtrate. The filtrate is concentrated in vacuo to a yellowish brown solid which is dissolved in ethyl acetate washed with saturated aqueous sodium chloride, dried and concentrated in vacuo. The concentrate is distilled (87°-104° C./0.10 mm) to... Reactants: C(C)(=O)[O-].[Na+] (Sodium acetate), BrC=1C=C(C=CC1)C(CC=O)CC=O (3-(3-Bromophenyl)pentanedial), O=C(CC(=O)OC)CC(=O)OC (dimethyl 3-oxopentanedioate), [Cl-].[NH4+] (ammonium chloride). Solvent: C1CCOC1 (THF), Cl (HCl), O (water). Conditions: time 6 hour. Yields the product BrC=1C=C(C=CC1)C1CC2C(C(C(C(C1)N2)C(=O)OC)=O)C(=O)OC (Dimethyl 7-(3-bromophenyl)-3-oxo-9-azabicyclo[3.3.1]nonane-2,4-dicarboxylate). Reaction SMILES: [Br:1][C:2]1[CH:3]=[C:4]([CH:8]([CH2:12][CH:13]=O)[CH2:9][CH:10]=O)[CH:5]=[CH:6][CH:7]=1.[O:15]=[C:16]([CH2:22][C:23]([O:25][CH3:26])=[O:24])[CH2:17][C:18]([O:20][CH3:21])=[O:19].[Cl-].[NH4+:28].C([O-])(=O)C.[Na+]>C1COCC1.Cl.O>[Br:1][C:2]1[CH:3]=[C:4]([CH:8]2[CH2:9][CH:10]3[NH:28][CH:13]([CH:17]([C:18]([O:20][CH3:21])=[O:19])[C:16](=[O:15])[CH:22]3[C:23]([O:25][CH3:26])=[O:24])[CH2:12]2)[CH:5]=[CH:6][CH:7]=1 |f:2.3,4.5|. Reported procedure: 3-(3-Bromophenyl)pentanedial (87), dimethyl 3-oxopentanedioate (88) (5.78 g, 33.2 mmol), ammonium chloride (14.42 g, 270 mmol) in THF (100 ml), 10% aqueous HCl (100 ml), and water (100 ml) was stirred for 18 h. Sodium acetate was then added until the pH was 4-5. After stirring for 6 h, the solution was extracted with EtOAc. The combined organic extracts were washed with saturated aqueous Na2CO3, dried over MgSO4, filtered and concentrated to afford compound 89. Starting materials: C(C1=CC=CC=C1)N1C[C@@H](CC1)C(C1=CC=CC=C1)(C1=CC=CC=C1)C#N ((S)-1-benzyl-3-(1-cyano-1,1-diphenylmethyl)-pyrrolidine), C(C(=O)O)(=O)O (oxalic acid), [H][H] (hydrogen). The reagents and catalysts are [C].[Pd] (palladium-carbon). Solvent: C(C)O (ethanol). Reaction conditions: temperature 60 celsius, time 3.5 hour. The product is C(#N)C(C1=CC=CC=C1)(C1=CC=CC=C1)[C@H]1CNCC1 ((S)-3-(1-Cyano-1,1-diphenylmethyl)-pyrrolidine). RXN SMILES: C([N:8]1[CH2:12][CH2:11][C@@H:10]([C:13]([C:26]#[N:27])([C:20]2[CH:25]=[CH:24][CH:23]=[CH:22][CH:21]=2)[C:14]2[CH:19]=[CH:18][CH:17]=[CH:16][CH:15]=2)[CH2:9]1)C1C=CC=CC=1.C(O)(=O)C(O)=O.[H][H]>[C].[Pd].C(O)C>[C:26]([C:13]([C@@H:10]1[CH2:11][CH2:12][NH:8][CH2:9]1)([C:20]1[CH:21]=[CH:22][CH:23]=[CH:24][CH:25]=1)[C:14]1[CH:19]=[CH:18][CH:17]=[CH:16][CH:15]=1)#[N:27] |f:3.4|. Procedure: The procedure of Example 1 was followed except that the autoclave was charged with 3.9 g of 79% pure (S)-1-benzyl-3-(1-cyano-1,1-diphenylmethyl)-pyrrolidine, 3.1 ml of ethanol, 786 mg of oxalic acid and 158 mg of moist 5% palladium-carbon (water content 52% by weight) and that hydrogen was introduced thereinto and the autoclave was heated to thereby raise the temperature to 60° C. and the pressure to 203 kPa and the reaction was allowed to proceed for 3.5 hours. (S)-3-(1-Cyano-1,1-diphenylmethyl...